This data is from the Open Reaction Database (ORD), a public repository of structured organic reaction records. The task is: describe an organic reaction: reactants, conditions, products, and yield The reactants are CN(C)CCCN, CCO, O=C1CC(c2ccc(Cl)c(Cl)c2)Cc2c1c(=O)c1cc(Cl)ccc1n2O. Product: CN(C)CCCN=C1CC(c2ccc(Cl)c(Cl)c2)Cc2c1c(=O)c1cc(Cl)ccc1n2O. RXN SMILES: [CH3:1][N:2]([CH2:3][CH2:4][CH2:5][NH2:6])[CH3:7].[CH3:34][CH2:35][OH:36].[Cl:8][c:9]1[cH:10][cH:11][c:12]2[n:13]([OH:33])[c:14]3[c:19]([c:20](=[O:23])[c:21]2[cH:22]1)[C:18](=[O:24])[CH2:17][CH:16]([c:25]1[cH:26][c:27]([Cl:32])[c:28]([Cl:31])[cH:29][cH:30]1)[CH2:15]3>>[CH3:1][N:2]([CH2:3][CH2:4][CH2:5][N:6]=[C:18]1[CH2:17][CH:16]([c:25]2[cH:26][c:27]([Cl:32])[c:28]([Cl:31])[cH:29][cH:30]2)[CH2:15][c:14]2[n:13]([OH:33])[c:12]3[cH:11][cH:10][c:9]([Cl:8])[cH:22][c:21]3[c:20](=[O:23])[c:19]21)[CH3:7].